Dataset: the Open Reaction Database (ORD), a public repository of structured organic reaction records. Task: describe an organic reaction: reactants, conditions, products, and yield Reactants: NC=1C(=C(C=C(C(=S)O)C1)SCC1=CC=CC=C1)C1=CC=CC=C1 (5-Amino-3-benzylthio-4-phenylthiobenzoic acid), Cl (hydrochloric acid), diazonium, S(=O)=O (sulphur dioxide), N(=O)[O-].[Na+] (sodium nitrite). Reagents/catalysts: [Cu](Cl)Cl (copper chloride). Solvent: C(C)(=O)O (acetic acid), C(C)(=O)O (acetic acid). Run at temperature 5 celsius, time 30 minute. The product is C(C1=CC=CC=C1)SC=1C=C(C(=S)O)C=C(C1C1=CC=CC=C1)S(=O)(=O)Cl (3-Benzylthio-5-chlorosulfonyl-4-phenylthiobenzoic acid). RXN SMILES: N[C:2]1[C:3]([C:19]2[CH:24]=[CH:23][CH:22]=[CH:21][CH:20]=2)=[C:4]([S:11][CH2:12][C:13]2[CH:18]=[CH:17][CH:16]=[CH:15][CH:14]=2)[CH:5]=[C:6]([CH:10]=1)[C:7]([OH:9])=[S:8].[ClH:25].N([O-])=O.[Na+].[S:30](=[O:32])=[O:31]>[Cu](Cl)Cl.C(O)(=O)C>[CH2:12]([S:11][C:4]1[CH:5]=[C:6]([CH:10]=[C:2]([S:30]([Cl:25])(=[O:32])=[O:31])[C:3]=1[C:19]1[CH:24]=[CH:23][CH:22]=[CH:21][CH:20]=1)[C:7]([OH:9])=[S:8])[C:13]1[CH:18]=[CH:17][CH:16]=[CH:15][CH:14]=1 |f:2.3|. Procedure details: 5-Amino-3-benzylthio-4-phenylthiobenzoic acid (1.1 g), acetic acid (10 ml), and concentrated hydrochloric acid (10 ml) is stirred and cooled to 5°C. At this temperature a concentrated solution of sodium nitrite (0.21 g) is added slowly while stirring. The resultng diazonium mixture is poured into acetic acid (20 ml), saturated with sulphur dioxide and containing copper chloride (0.2 g CuCl2, 2 H2O). The reaction mixture is allowed to reach room temperature while stirring. After 30 minutes, the p... Reactants: COCN(Cc1ccccc1)C[Si](C)(C)C, CCOC(C)=O, ClCCl, C=Cc1ccc([N+](=O)[O-])c(F)c1, O=C(O)C(F)(F)F. Product: O=[N+]([O-])c1ccc(C2CCN(Cc3ccccc3)C2)cc1F. Reaction SMILES: [CH2:20]([c:21]1[cH:22][cH:23][cH:24][cH:25][cH:26]1)[N:27]([CH2:28][Si:31]([CH3:32])([CH3:34])[CH3:35])[CH2:33][O:29][CH3:30].[CH3:39][CH2:40][O:41][C:42](=[O:43])[CH3:44].[Cl:36][CH2:37][Cl:38].[F:1][c:2]1[c:3]([N+:10](=[O:11])[O-:12])[cH:4][cH:5][c:6]([CH:8]=[CH2:9])[cH:7]1.[OH:13][C:14]([C:15]([F:16])([F:17])[F:18])=[O:19]>>[F:1][c:2]1[c:3]([N+:10](=[O:11])[O-:12])[cH:4][cH:5][c:6]([CH:8]2[CH2:9][CH2:33][N:27]([CH2:20][c:21]3[cH:22][cH:23][cH:24][cH:25][cH:26]3)[CH2:28]2)[cH:7]1. The reactants are C1(CC1)C=1C=CC(=NC1OCC1=NC=CC=C1)C(=O)O (5-cyclopropyl-6-(pyridin-2-ylmethoxy)-pyridine-2-carboxylic acid), CC(N)(C1=NOC(=N1)C)C (α,α,5-trimethyl-1,2,4-oxadiazole-3-methanamine). Product: C1(CC1)C=1C=CC(=NC1OCC1=NC=CC=C1)C(=O)NC(C)(C)C1=NOC(=N1)C (5-Cyclopropyl-N-(2-(5-methyl-1,2,4-oxadiazol-3-yl)propan-2-yl)-6-(pyridin-2-ylmethoxy)picolinamide). As a reaction SMILES: [CH:1]1([C:4]2[CH:5]=[CH:6][C:7]([C:18]([OH:20])=O)=[N:8][C:9]=2[O:10][CH2:11][C:12]2[CH:17]=[CH:16][CH:15]=[CH:14][N:13]=2)[CH2:3][CH2:2]1.[CH3:21][C:22]([CH3:30])([C:24]1[N:28]=[C:27]([CH3:29])[O:26][N:25]=1)[NH2:23]>>[CH:1]1([C:4]2[CH:5]=[CH:6][C:7]([C:18]([NH:23][C:22]([C:24]3[N:28]=[C:27]([CH3:29])[O:26][N:25]=3)([CH3:30])[CH3:21])=[O:20])=[N:8][C:9]=2[O:10][CH2:11][C:12]2[CH:17]=[CH:16][CH:15]=[CH:14][N:13]=2)[CH2:2][CH2:3]1. Procedure details: The title compound was synthesized in analogy to Example 1, using 5-cyclopropyl-6-(pyridin-2-ylmethoxy)-pyridine-2-carboxylic acid (Example 189 b) and α,α,5-trimethyl-1,2,4-oxadiazole-3-methanamine (CAN 1153831-97-0) as starting materials, MS (EI): m/e=394.2 [M+H]+. The reactants are [Al+3], [Cl-], [Cl-], [Cl-], ClCCCl, Cl, O=C1OC(=O)c2ccccc21, CCOC(=O)CCCCCCCCCc1ccccc1. The product is CCOC(=O)CCCCCCCCCc1ccc(C(=O)c2ccccc2C(=O)O)cc1. Reaction SMILES: [Al+3:33].[Cl-:32].[Cl-:34].[Cl-:35].[Cl:37][CH2:38][CH2:39][Cl:40].[ClH:36].[O:1]=[C:2]1[O:3][C:4](=[O:5])[c:6]2[cH:7][cH:8][cH:9][cH:10][c:11]21.[c:12]1([CH2:18][CH2:19][CH2:20][CH2:21][CH2:22][CH2:23][CH2:24][CH2:25][CH2:26][C:27](=[O:28])[O:29][CH2:30][CH3:31])[cH:13][cH:14][cH:15][cH:16][cH:17]1>>[O:1]=[C:2]([OH:3])[c:11]1[c:6]([C:4](=[O:5])[c:15]2[cH:14][cH:13][c:12]([CH2:18][CH2:19][CH2:20][CH2:21][CH2:22][CH2:23][CH2:24][CH2:25][CH2:26][C:27](=[O:28])[O:29][CH2:30][CH3:31])[cH:17][cH:16]2)[cH:7][cH:8][cH:9][cH:10]1. Solvent: C(C)O (ethanol), C(C)O (ethanol). Reported procedure: To a mixture of 29.9 parts of ethyl 4-hydroxybenzoate and 316 parts of ethanol were added portionwise 35.6 parts of sodium ethoxide. After stirring for 1/2 hour at room temperature, there was added dropwise a solution of 31.7 parts of N-hydroxypropanimidamide in 79 parts of ethanol. Stirring was continued for 1/2 hour at room temperature and overnight at reflux temperature. The reaction mixture was evaporated and the residue was taken up in water. After neutralizing with acetic acid, the precipi... Run at time 0.5 hour. Yield: 22.1%. The product is C(C)C1=NOC(=N1)C1=CC=C(C=C1)O (4-(3-ethyl-1,2,4-oxadiazol-5-yl)phenol). As a reaction SMILES: [OH:1][C:2]1[CH:12]=[CH:11][C:5]([C:6]([O:8]CC)=O)=[CH:4][CH:3]=1.[O-]CC.[Na+].O[NH:18][C:19](=[NH:22])[CH2:20][CH3:21]>C(O)C>[CH2:20]([C:19]1[N:22]=[C:6]([C:5]2[CH:4]=[CH:3][C:2]([OH:1])=[CH:12][CH:11]=2)[O:8][N:18]=1)[CH3:21] |f:1.2|. The reactants are 29.9, OC1=CC=C(C(=O)OCC)C=C1 (ethyl 4-hydroxybenzoate), 31.7, ONC(CC)=N (N-hydroxypropanimidamide), [O-]CC.[Na+] (sodium ethoxide). The reactants are C(C)(C)[N-]C(C)C.[Li+] (lithium diisopropylamide), ice water, C1(=CC=C(C=C1)S(=O)(=O)CC(=CCO)C)C (1-p-toluenesulfonyl-2-methyl-4-hydroxy-but-2-ene), BrCC=C(C=CC1=C(CCCC1(C)C)C)C (1-bromo-3-methyl-5-(2,6,6-trimethylcyclohexen-1-yl)-penta-2,4-diene). The solvent is O1CCCC1 (tetrahydrofuran). Run at temperature -70 celsius, time 45 minute. The product is OCC=C(C(CC=C(C=CC1=C(CCCC1(C)C)C)C)S(=O)(=O)C1=CC=C(C=C1)C)C (1-hydroxy-3,7-dimethyl-4-p-toluenesulfonyl-9 -(2,6,6-trimethylcyclohexen-1-yl)-nona-2,6,8-triene). The yield is 70.0%. As a reaction SMILES: C([N-]C(C)C)(C)C.[Li+].[C:9]1([CH3:24])[CH:14]=[CH:13][C:12]([S:15]([CH2:18][C:19]([CH3:23])=[CH:20][CH2:21][OH:22])(=[O:17])=[O:16])=[CH:11][CH:10]=1.Br[CH2:26][CH:27]=[C:28]([CH3:40])[CH:29]=[CH:30][C:31]1[C:36]([CH3:38])([CH3:37])[CH2:35][CH2:34][CH2:33][C:32]=1[CH3:39]>O1CCCC1>[OH:22][CH2:21][CH:20]=[C:19]([CH3:23])[CH:18]([S:15]([C:12]1[CH:11]=[CH:10][C:9]([CH3:24])=[CH:14][CH:13]=1)(=[O:16])=[O:17])[CH2:26][CH:27]=[C:28]([CH3:40])[CH:29]=[CH:30][C:31]1[C:36]([CH3:38])([CH3:37])[CH2:35][CH2:34][CH2:33][C:32]=1[CH3:39] |f:0.1|. Reported procedure: The lithium diisopropylamide solution was then added over a 75 minute period to a -70°C. solution of 5.0 g. of 1-p-toluenesulfonyl-2-methyl-4-hydroxy-but-2-ene and 7.0 g. of 1-bromo-3-methyl-5-(2,6,6-trimethylcyclohexen-1-yl)-penta-2,4-diene in 50 ml. of tetrahydrofuran. After the addition, the reaction mixture was stirred for an additional 45 minutes at -70°C. and was then warmed to 0°C. and was poured onto 400 ml. of ice water. The mixture was extracted with three 300 ml. portions of diethyl e... Starting materials: C1(C=2C(C(N1)=O)=CC=CC2)=O.[K] (potassium phthalimide), NCCOCCOCC=1NC(=C(C(C1C(=O)OCC)C1=C(C(=CC=C1)Cl)Cl)C(=O)OC)C ((-)-2-{[2-(2-Aminoethoxy)ethoxy]methyl}-4-(2,3-dichlorophenyl)-3-ethoxycarbonyl-5-methoxycarbonyl-6-methyl-1,4-dihydropyridine), ClCCOCCOCCO (2-[2-(2-chloroethoxy)ethoxy]ethanol). Solvent: CN(C=O)C (dimethylformamide). Yields the product C1(C=2C(C(N1CCOCCOCCO)=O)=CC=CC2)=O (2-[2-(2-phtalimidoethoxy)ethoxy]ethanol), formula XIV. As a reaction SMILES: NCCOCCOCC1NC(C)=C(C(OC)=O)C(C2C=CC=C(Cl)C=2Cl)C=1C(OCC)=O.Cl[CH2:34][CH2:35][O:36][CH2:37][CH2:38][O:39][CH2:40][CH2:41][OH:42].[C:43]1(=[O:53])[NH:47][C:46](=[O:48])[C:45]2=[CH:49][CH:50]=[CH:51][CH:52]=[C:44]12.[K]>CN(C)C=O>[C:43]1(=[O:53])[N:47]([CH2:34][CH2:35][O:36][CH2:37][CH2:38][O:39][CH2:40][CH2:41][OH:42])[C:46](=[O:48])[C:45]2=[CH:49][CH:50]=[CH:51][CH:52]=[C:44]12 |f:2.3,^1:53|. Procedure: The subject of the present invention is also the process for preparing the (-)-2-{[2-(2-Aminoethoxy)ethoxy]methyl}-4-(2,3-dichlorophenyl)-3-ethoxycarbonyl-5-methoxycarbonyl-6-methyl-1,4-dihydropyridine, wherein 2-[2-(2-chloroethoxy)ethoxy]ethanol is condensed with potassium phthalimide, in dimethylformamide in the heated state, to form 2-[2-(2-phtalimidoethoxy)ethoxy]ethanol the compound of the formula XIV: ##STR14## which is converted by means of Jones reagent to 2-[2-(2-phtalimidoethoxy)ethoxy...